From a dataset of the Open Reaction Database (ORD), a public repository of structured organic reaction records. describe an organic reaction: reactants, conditions, products, and yield Starting materials: O=C(C=1C=CC=CC1Br)N(CCCCCC)CCCCCC. The reagents and catalysts are O=C(NC=1C=CC=CC1C=2C=NC(=CC2)C3=NC=CC=C3)NC4CCCCC4, O1B(OC(C)(C)C1(C)C)B2OC(C)(C)C(O2)(C)C, C[OH2+].C[OH2+].C1CC=CCCC=C1.C1CC=CCCC=C1.[Ir].[Ir]. Run in C=1C=C(C=CC1C)C. Reaction conditions: temperature 25 celsius, time 16 hour. Yields the product O=C(C1=CC(=CC=C1Br)B2OC(C)(C)C(O2)(C)C)N(CCCCCC)CCCCCC, O=C(C1=CC=C(C=C1Br)B2OC(C)(C)C(O2)(C)C)N(CCCCCC)CCCCCC. Isolated yield 11.0%. The reactants are ClC1=C(N)C=C(C(=C1F)F)F.ClC=1C(=C(C(=C(N)C1)F)F)F (2-chloro-3,4,5trifluoroaniline 5-chloro-2,3,4-trifluoroaniline), N(=O)[O-].[K+] (potassium nitrite), S(=O)([O-])[O-].[Na+].[Na+] (sodium sulfite), [Cl-].[Na+] (sodium chloride), [OH-].[Na+] (sodium hydroxide). Reagents/catalysts: O.O.O.O.O.S(=O)(=O)([O-])[O-].[Cu+2] (copper sulfate pentahydrate). The solvent is O (water). Conditions: temperature 10 celsius, time 1 hour. Yields the product ClC1=C(C(=C(C(=C1)F)F)F)Cl (1,2-dichloro-3,4,5-trifluorobenzene), ClC1=C(C(=C(C(=C1)Cl)F)F)F (1,5-dichloro-2,3,4-trifluorobenzene). As a reaction SMILES: S([O-])([O-])=O.[Na+].[Na+].[Cl-:7].[Na+].[Cl:9][C:10]1[C:16]([F:17])=[C:15]([F:18])[C:14]([F:19])=[CH:13][C:11]=1N.[Cl:20][C:21]1[C:22]([F:30])=[C:23]([F:29])[C:24]([F:28])=[C:25]([CH:27]=1)N.N([O-])=O.[K+].[OH-].[Na+]>O.O.O.O.O.O.S([O-])([O-])(=O)=O.[Cu+2]>[Cl:20][C:11]1[CH:13]=[C:14]([F:19])[C:15]([F:18])=[C:16]([F:17])[C:10]=1[Cl:9].[Cl:7][C:25]1[CH:27]=[C:21]([Cl:20])[C:22]([F:30])=[C:23]([F:29])[C:24]=1[F:28] |f:0.1.2,3.4,5.6,7.8,9.10,12.13.14.15.16.17.18|. Procedure details: 20 g (0.16 mol) of sodium sulfite and 40 g of sodium chloride are added to a solution of 82 g (0.2 mol) of copper sulfate pentahydrate to precipitate copper(I) chloride, which is dissolved in 100 ml of concentrated hydrochloric acid. 48.3 g (0.266 mol) of 2-chloro-3,4,5trifluoroaniline/5-chloro-2,3,4-trifluoroaniline (ratio 78:22 according to NMR) are added to this solution with stirring. The mixture is cooled to 10° C., and a solution of 30 g (0.352 mol) of potassium nitrite in 60 g of water is...